The task is: describe an organic reaction: reactants, conditions, products, and yield. This data is from the Open Reaction Database (ORD), a public repository of structured organic reaction records. Reactants: COC(=O)c1cccc(CBr)c1[N+](=O)[O-], C[N+]1([O-])CCOCC1, CC#N, CCOC(C)=O. Yields the product COC(=O)c1cccc(C=O)c1[N+](=O)[O-]. RXN SMILES: [Br:9][CH2:10][c:11]1[c:12]([N+:21](=[O:22])[O-:23])[c:13]([C:14](=[O:15])[O:16][CH3:17])[cH:18][cH:19][cH:20]1.[CH3:1][N+:2]1([O-:3])[CH2:4][CH2:6][O:5][CH2:7][CH2:8]1.[CH3:24][C:25]#[N:26].[CH3:27][CH2:28][O:29][C:30](=[O:31])[CH3:32]>>[O:5]=[CH:10][c:11]1[c:12]([N+:21](=[O:22])[O-:23])[c:13]([C:14](=[O:15])[O:16][CH3:17])[cH:18][cH:19][cH:20]1. The reactants are C(C)(C)(C)OC(=O)N1CC2C(C1)CN(C2)C2=NC=C(C=C2)C(=O)OCC (ethyl 2-[5-(tert-butoxycarbonyl)hexahydropyrrolo[3,4-c]pyrrol-2(1H)-yl]pyridine-5-carboxylate), Cl (HCl), O1CCOCC1 (dioxane). Solvent: CCOCC (Et2O). Conditions: time 2 hour. Product: Cl.C1N(CC2C1CNC2)C2=NC=C(C=C2)C(=O)OCC (Ethyl 2-hexahydropyrrolo[3,4-c]pyrrol-2(1H)-ylpyridine-5-carboxylate hydrochloride). RXN SMILES: C(OC([N:8]1[CH2:12][CH:11]2[CH2:13][N:14]([C:16]3[CH:21]=[CH:20][C:19]([C:22]([O:24][CH2:25][CH3:26])=[O:23])=[CH:18][N:17]=3)[CH2:15][CH:10]2[CH2:9]1)=O)(C)(C)C.[ClH:27].O1CCOCC1>CCOCC>[ClH:27].[CH2:13]1[CH:11]2[CH2:12][NH:8][CH2:9][CH:10]2[CH2:15][N:14]1[C:16]1[CH:21]=[CH:20][C:19]([C:22]([O:24][CH2:25][CH3:26])=[O:23])=[CH:18][N:17]=1 |f:4.5|. Procedure details: To ethyl 2-[5-(tert-butoxycarbonyl)hexahydropyrrolo[3,4-c]pyrrol-2(1H)-yl]pyridine-5-carboxylate (1.429 g, 3.92 mmol) was added 4M HCl in dioxane (10 ml, 40 mmol). The mixture was stirred for 2 h, then Et2O (50 ml) was added. The product was collected by filtration and washed with further Et2O (50 ml) to yield the title compound (1.19 g, quant.). 1H NMR (300 MHz, d6-DMSO) δ: 9.95 (1H, br s), 9.84 (1H, br s), 8.44 (1H, d, J=1.8 Hz), 8.20 (1H, dd, J=2.1, 9.3 Hz), 7.01 (1H, d, J=9.3 Hz), 4.31 (2H, ...